This data is from the Open Reaction Database (ORD), a public repository of structured organic reaction records. The task is: describe an organic reaction: reactants, conditions, products, and yield Reactants: [Si](C)(C)(C(C)(C)C)OC1CN(CC1N1CCN(CC1)C)C(=O)C=1C(=C(C=C(C1)C#N)NC(OC(C)(C)C)=O)Cl ((+/−)-tert-butyl (3-(3-((tert-butyldimethylsilyl)oxy)-4-(4-methylpiperazin-1-yl)pyrrolidine-1-carbonyl)-2-chloro-5-cyanophenyl)carbamate), C(=O)(C(F)(F)F)O (TFA). Run in ClCCl (dichloromethane). Yields the product NC=1C=C(C#N)C=C(C1Cl)C(=O)N1CC(C(C1)N1CCN(CC1)C)O[Si](C)(C)C(C)(C)C ((+/−)-3-amino-5-(3-((tert-butyldimethylsilyl)oxy)-4-(4-methylpiperazin-1-yl)pyrrolidine-1-carbonyl)-4-chlorobenzonitrile). The yield is 86.5%. As a reaction SMILES: [Si:1]([O:8][CH:9]1[CH:13]([N:14]2[CH2:19][CH2:18][N:17]([CH3:20])[CH2:16][CH2:15]2)[CH2:12][N:11]([C:21]([C:23]2[C:24]([Cl:39])=[C:25]([NH:31]C(=O)OC(C)(C)C)[CH:26]=[C:27]([C:29]#[N:30])[CH:28]=2)=[O:22])[CH2:10]1)([C:4]([CH3:7])([CH3:6])[CH3:5])([CH3:3])[CH3:2].C(O)(C(F)(F)F)=O>ClCCl>[NH2:31][C:25]1[CH:26]=[C:27]([CH:28]=[C:23]([C:21]([N:11]2[CH2:12][CH:13]([N:14]3[CH2:15][CH2:16][N:17]([CH3:20])[CH2:18][CH2:19]3)[CH:9]([O:8][Si:1]([C:4]([CH3:7])([CH3:6])[CH3:5])([CH3:3])[CH3:2])[CH2:10]2)=[O:22])[C:24]=1[Cl:39])[C:29]#[N:30]. Procedure: (+/−)-tert-butyl (3-(3-((tert-butyldimethylsilyl)oxy)-4-(4-methylpiperazin-1-yl)pyrrolidine-1-carbonyl)-2-chloro-5-cyanophenyl)carbamate (120 mg, 0.208 mmol) was treated with TFA (25% in 1,2-dichloroethane, 2 mL, 6.49 mmol) at room temperature for 1 h. The reaction mixture was diluted with dichloromethane and washed with cold saturated sodium bicarbonate/1N aqueous sodium hydroxide (pH 10). The organic layer was dried over magnesium sulfate, filtered and concentrated in vacuo, the crude product ... Starting materials: C1CCOC1, CC(C)(C)[O-], CC(C)(C)OC(=O)N(c1cc(Cl)nc2c(C=O)cnn12)C1CC1, N#Cc1ccc(N)c(Br)c1, [Na+], O. Product: CC(C)(C)OC(=O)N(c1cc(Nc2ccc(C#N)cc2Br)nc2c(C=O)cnn12)C1CC1. As a reaction SMILES: [CH2:41]1[O:42][CH2:43][CH2:44][CH2:45]1.[CH3:34][C:35]([CH3:36])([O-:37])[CH3:38].[Cl:1][c:2]1[n:3][c:4]2[n:5]([c:6]([N:8]([C:9]([O:10][C:11]([CH3:12])([CH3:13])[CH3:14])=[O:15])[CH:16]3[CH2:17][CH2:18]3)[cH:7]1)[n:19][cH:20][c:21]2[CH:22]=[O:23].[NH2:24][c:25]1[c:26]([Br:33])[cH:27][c:28]([C:29]#[N:30])[cH:31][cH:32]1.[Na+:39].[OH2:40]>>[c:2]1([NH:24][c:25]2[c:26]([Br:33])[cH:27][c:28]([C:29]#[N:30])[cH:31][cH:32]2)[n:3][c:4]2[n:5]([c:6]([N:8]([C:9]([O:10][C:11]([CH3:12])([CH3:13])[CH3:14])=[O:15])[CH:16]3[CH2:17][CH2:18]3)[cH:7]1)[n:19][cH:20][c:21]2[CH:22]=[O:23]. Starting materials: C(=O)(OCC)C=1NC2=CC(=CC(=C2C1)Cl)Cl (2-carboethoxy-4,6-dichloroindole), C(C)O (ethanol), N1=C(C=CC=C1)CC#N (pyrid-2-ylacetonitrile), N1CCCCC1 (piperidine). Run in C(C)OCC (diethyl ether). Run at time 16 hour. Product: N1=C(C=CC=C1)/C(/C#N)=C/C1=C(NC2=CC(=CC(=C12)Cl)Cl)C(=O)OCC ((Z)-2-(Pyrid-2-yl)-3-(2-carboethoxy-4,6-dichloroindol-3-yl)propenonitrile). Reaction SMILES: [C:1]([C:6]1[NH:7][C:8]2[C:13]([CH:14]=1)=[C:12]([Cl:15])[CH:11]=[C:10]([Cl:16])[CH:9]=2)([O:3][CH2:4][CH3:5])=[O:2].[N:17]1[CH:22]=[CH:21][CH:20]=[CH:19][C:18]=1[CH2:23][C:24]#[N:25].N1CCCC[CH2:27]1.C(O)C>C(OCC)C>[N:17]1[CH:22]=[CH:21][CH:20]=[CH:19][C:18]=1/[C:23](=[CH:27]/[C:14]1[C:13]2[C:8](=[CH:9][C:10]([Cl:16])=[CH:11][C:12]=2[Cl:15])[NH:7][C:6]=1[C:1]([O:3][CH2:4][CH3:5])=[O:2])/[C:24]#[N:25]. Reported procedure: Combine 2-carboethoxy-4,6-dichloroindole (1.43 g, 5.0 mmol), pyrid-2-ylacetonitrile (0.59 g, 5.0 mmol), piperidine (0.2 mL), and ethanol (30 mL). Heat to reflux. After 16 hours, cool to ambient temperature. Add diethyl ether to give a solid. Filter, rinse with diethyl ether, dry, recrystallize from acetone/water, filter, and dry to give the title compound: mp; 250-254° C. (dec). 1H NMR (DMSO-d6) δ 12.9 (br s, 1H), 8.86 (s, 1H), 8.70 (d, 1H, J=1 Hz), 8.00 (m, 1H), 7.82 (d, 1H, J=7.2 Hz), 7.55 (s,... Reactants: C(C)SC1=CC=C(C=C1)C=1OC(C(CN1)O)C1=CC=CC=C1 ((5RS, 6SR)-2-[4-(ethylthio)phenyl]-6-phenyl-5,6-dihydro-4H-1,3-oxazin-5-ol), C1(=CC=CC=C1)N=C=O (phenylisocyanate). Run in ClCCCl (1,2-dichloroethane). Reaction conditions: temperature 80 celsius. Yields the product C(C)SC1=CC=C(C=C1)C=1OC(C(CN1)OC(NC1=CC=CC=C1)=O)C1=CC=CC=C1 ((5RS, 6SR)-2-[4-(Ethylthio)phenyl]-6-phenyl-5-phenylcarbamoyloxy-5,6-dihydro-4H-1,3-oxazine). Isolated yield 12.3%. Reaction SMILES: [CH2:1]([S:3][C:4]1[CH:9]=[CH:8][C:7]([C:10]2[O:11][CH:12]([C:17]3[CH:22]=[CH:21][CH:20]=[CH:19][CH:18]=3)[CH:13]([OH:16])[CH2:14][N:15]=2)=[CH:6][CH:5]=1)[CH3:2].[C:23]1([N:29]=[C:30]=[O:31])[CH:28]=[CH:27][CH:26]=[CH:25][CH:24]=1>ClCCCl>[CH2:1]([S:3][C:4]1[CH:5]=[CH:6][C:7]([C:10]2[O:11][CH:12]([C:17]3[CH:22]=[CH:21][CH:20]=[CH:19][CH:18]=3)[CH:13]([O:16][C:30](=[O:31])[NH:29][C:23]3[CH:28]=[CH:27][CH:26]=[CH:25][CH:24]=3)[CH2:14][N:15]=2)=[CH:8][CH:9]=1)[CH3:2]. Procedure details: A mixture of (5RS, 6SR)-2-[4-(ethylthio)phenyl]-6-phenyl-5,6-dihydro-4H-1,3-oxazin-5-ol (6.5 g) and phenylisocyanate (2.6 g) in 1,2-dichloroethane (100 cc) is heated to a temperature in the region of 80° C. for 5 hours. After being cooled, the reaction mixture is concentrated to dryness under reduced pressure (2.7 kPa) and the residue obtained is purified by chromatography on silica (0.063-0.2 mm; 150 g) contained in a column 3.5 cm in diameter eluting in 20-cc fractions with an ethylacetate/cyc... Starting materials: Cc1cc(Cl)ccc1C(=O)O, NC(=O)CCC(=O)NI, CC(=O)[O-], CC(=O)[O-], CN(C)C=O, O, [Pd+2]. Product: Cc1cc(Cl)cc(I)c1C(=O)O. As a reaction SMILES: [Cl:1][c:2]1[cH:3][c:4]([CH3:11])[c:5]([C:6](=[O:7])[OH:8])[cH:9][cH:10]1.[I:12][NH:13][C:14](=[O:15])[CH2:16][CH2:17][C:18]([NH2:19])=[O:20].[O-:28][C:29]([CH3:30])=[O:31].[O-:32][C:33]([CH3:34])=[O:35].[O:22]=[CH:23][N:24]([CH3:25])[CH3:26].[OH2:21].[Pd+2:27]>>[Cl:1][c:2]1[cH:3][c:4]([CH3:11])[c:5]([C:6](=[O:7])[OH:8])[c:9]([I:12])[cH:10]1. Reactants: C1=C(C=CC2=CC=CC=C12)O (2-naphthol), BrCC(=O)O (2-bromoethanoic acid). Run in CC(=O)CC (MEK), CC(=O)CC (methylethylketone). Reaction conditions: temperature 50 celsius. Product: C1=C(C=CC2=CC=CC=C12)OCC(=O)O ((naphthalen-2-yloxy)acetic acid). The yield is 75.2%. Reaction SMILES: [CH:1]1[C:10]2[C:5](=[CH:6][CH:7]=[CH:8][CH:9]=2)[CH:4]=[CH:3][C:2]=1[OH:11].Br[CH2:13][C:14]([OH:16])=[O:15]>CC(CC)=O>[CH:1]1[C:10]2[C:5](=[CH:6][CH:7]=[CH:8][CH:9]=2)[CH:4]=[CH:3][C:2]=1[O:11][CH2:13][C:14]([OH:16])=[O:15]. Procedure details: In a two-neck flask provided with a condenser and placed under an inert atmosphere, 2-naphthol (3.0 g, 20 mmol) is dissolved in 95 mL of methylethylketone (MEK) in the presence of soda (40 g, 93 mmol), and then heated to 50° C. for 30 minutes. 2-bromoethanoic acid (5.76 g, 41 mmol) dissolved in 23 mL of MEK is added dropwise under hot conditions. The heating is maintained for a further 4 hours. The reaction medium is cooled to room temperature and then filtered. The solid collected by filtration... Reactants: C(=O)N (formamide), ClC1=C(N=C(S1)N)C=1C=NC=CC1 (5-Chloro-4-(pyridin-3-yl)-thiazol-2-amine), N (ammonia). Run in O (water), C(=O)O (formic acid). The product is ClC1=C(N=C(S1)NC=O)C=1C=NC=CC1 (N-[5-chloro-4-(pyridin-3-yl)-thiazol-2-yl]-formamide). RXN SMILES: [Cl:1][C:2]1[S:6][C:5]([NH2:7])=[N:4][C:3]=1[C:8]1[CH:9]=[N:10][CH:11]=[CH:12][CH:13]=1.[CH:14](N)=[O:15].N>C(O)=O.O>[Cl:1][C:2]1[S:6][C:5]([NH:7][CH:14]=[O:15])=[N:4][C:3]=1[C:8]1[CH:9]=[N:10][CH:11]=[CH:12][CH:13]=1. Procedure details: 5-Chloro-4-(pyridin-3-yl)-thiazol-2-amine (20 g) was dissolved in formic acid (40 ml) and formamide (20 ml) and the mixture was heated at 90° C. for six hours. After cooling, the mixture was diluted with water (240 ml) and basified with aqueous ammonia solution. The resulting solid was isolated by filtration, and dried in vacuo at 60° C. to give N-[5-chloro-4-(pyridin-3-yl)-thiazol-2-yl]-formamide, (22,8 g) Mp 229° C. Reactants: OB(O)c1ccccc1 (effective_coupling_partner), COC(=O)Oc2ccc1ccccc1c2 (substrate). The reagents and catalysts are dcypf. Reaction conditions: temperature 60 celsius, time 24 hour. Product: c3ccc(c2ccc1ccccc1c2)cc3. As a reaction SMILES: [NH:1]1[CH2:6][CH2:5][NH:4][CH2:3][CH2:2]1.[F:7][C:8]1[CH:13]=[C:12]([F:14])[CH:11]=[CH:10][C:9]=1[NH:15][C:16]1[N:28]=[C:27](OS(C2C(C)=CC(C)=CC=2C)(=O)=O)[C:26]([F:42])=[CH:25][C:17]=1[CH2:18][CH2:19][C:20]([O:22][CH2:23][CH3:24])=[O:21].C(OCC)(=O)C.O>C(Cl)Cl.CCCCCC>[F:7][C:8]1[CH:13]=[C:12]([F:14])[CH:11]=[CH:10][C:9]=1[NH:15][C:16]1[N:28]=[C:27]([N:1]2[CH2:6][CH2:5][NH:4][CH2:3][CH2:2]2)[C:26]([F:42])=[CH:25][C:17]=1[CH2:18][CH2:19][C:20]([O:22][CH2:23][CH3:24])=[O:21]. Solvent: C(Cl)Cl (methylene chloride), CCCCCC (n-hexane). Procedure: In 2 ml of methylene chloride was dissolved 130 mg of anhydrous piperazine, and 200 mg of ethyl 2-[2-(2,4-difluorophenylamino)-5-fluoro-6-(2,4,6-trimethylbenzenesulfonyloxy)nicotinyl]acetate was added thereto with ice-cooling, after which the resulting mixture was subjected to reaction at the same temperature for 40 minutes. Subsequently, the reaction mixture was added to a mixture of 10 ml of ethyl acetate and 10 ml of water, and the organic layer was separated, washed successively with 2 ml of... Starting materials: N1CCNCC1 (piperazine), FC1=C(C=CC(=C1)F)NC1=C(CCC(=O)OCC)C=C(C(=N1)OS(=O)(=O)C1=C(C=C(C=C1C)C)C)F (ethyl 2-[2-(2,4-difluorophenylamino)-5-fluoro-6-(2,4,6-trimethylbenzenesulfonyloxy)nicotinyl]acetate), C(C)(=O)OCC (ethyl acetate), O (water). Yields the product FC1=C(C=CC(=C1)F)NC1=C(CCC(=O)OCC)C=C(C(=N1)N1CCNCC1)F (ethyl 2-[2-(2,4-difluorophenylamino)-5-fluoro-6-(1-piperazinyl)nicotinyl]acetate). The yield is 70.4%. Starting materials: C(C)(C)(C)C=1C=C(C2=C(C(C(O2)=O)O)C1)C(C)(C)C (5,7-di-tert-butyl-3-hydroxy-3H-benzofuran-2-one), Cl (HCl), S(=O)(Cl)Cl (thionyl chloride). The reagents and catalysts are CN(C1=CC=NC=C1)C (4-dimethylaminopyridine). Run in ClC1=C(C=CC=C1)Cl (1,2-dichlorobenzene). Reaction conditions: temperature 100 celsius, time 0.5 hour. The product is C(C)(C)(C)C=1C=C(C2=C(C(C(O2)=O)=C2C(OC3=C2C=C(C=C3C(C)(C)C)C(C)(C)C)=O)C1)C(C)(C)C (5,7,5′,7′-tetra-tert-butyl[3,3′]bibenzofuranylidene-2,2′-dione). The yield is 109.5%. Reaction SMILES: [C:1]([C:5]1[CH:6]=[C:7](C(C)(C)C)[C:8]2[O:12][C:11](=[O:13])[CH:10](O)[C:9]=2[CH:15]=1)([CH3:4])([CH3:3])[CH3:2].S(Cl)(Cl)=O.Cl>ClC1C=CC=CC=1Cl.CN(C)C1C=CN=CC=1>[C:1]([C:5]1[CH:15]=[C:9]([C:9]([CH3:15])([CH3:10])[CH3:8])[C:8]2[O:12][C:11](=[O:13])[C:10](=[C:10]3[C:7]4[CH:6]=[C:5]([C:1]([CH3:4])([CH3:2])[CH3:3])[CH:15]=[C:9]([C:1]([CH3:4])([CH3:3])[CH3:2])[C:8]=4[O:12][C:11]3=[O:13])[C:7]=2[CH:6]=1)([CH3:3])([CH3:4])[CH3:2]. Reported procedure: 10 g of 5,7-di-tert-butyl-3-hydroxy-3H-benzofuran-2-one (prepared as described in Example 1 of U.S. Pat. No. 5,614,572) are introduced in 25 ml of 1,2-dichlorobenzene as initial charge and admixed with 0.5 g of 4-dimethylaminopyridine and 3 ml of thionyl chloride. The solution is then gradually heated to 100° C. so that the evolution of HCl and SO2 remains lively, but still controllable. Thereafter the reaction mixture is stirred at 100° C. for a further ½ h. The temperature is subsequently rais...